This data is from the Open Reaction Database (ORD), a public repository of structured organic reaction records. The task is: describe an organic reaction: reactants, conditions, products, and yield Reported procedure: To a solution of 6-amino-3H-benzo[c][1,2]oxaborol-1-ol (0.59 g, 3.9 mmol) and N-methylmorpholine (2.53 g, 25 mmol) in MeCN (70 mL) was added 2-(2-methoxyethyl)-4-nitrobenzene-1-sulfonyl chloride (1.4 g, 5 mmol) in MeCN (20 mL) at 0° C., then the solution was stirred at room temperature overnight. The mixture was concentrated in vacuo, and ethyl acetate and water was added to the residue. The organic layer was dried over Na2SO4 and concentrated to give the crude product. The crude product was pur... The solvent is CC#N (MeCN), CC#N (MeCN). Isolated yield 65.4%. Run at time 8 hour. Reactants: NC=1C=CC2=C(B(OC2)O)C1 (6-amino-3H-benzo[c][1,2]oxaborol-1-ol), CN1CCOCC1 (N-methylmorpholine), COCCC1=C(C=CC(=C1)[N+](=O)[O-])S(=O)(=O)Cl (2-(2-methoxyethyl)-4-nitrobenzene-1-sulfonyl chloride). Reaction SMILES: [NH2:1][C:2]1[CH:3]=[CH:4][C:5]2[CH2:9][O:8][B:7]([OH:10])[C:6]=2[CH:11]=1.CN1CCOCC1.[CH3:19][O:20][CH2:21][CH2:22][C:23]1[CH:28]=[C:27]([N+:29]([O-:31])=[O:30])[CH:26]=[CH:25][C:24]=1[S:32](Cl)(=[O:34])=[O:33]>CC#N>[OH:10][B:7]1[C:6]2[CH:11]=[C:2]([NH:1][S:32]([C:24]3[CH:25]=[CH:26][C:27]([N+:29]([O-:31])=[O:30])=[CH:28][C:23]=3[CH2:22][CH2:21][O:20][CH3:19])(=[O:33])=[O:34])[CH:3]=[CH:4][C:5]=2[CH2:9][O:8]1. Product: OB1OCC2=C1C=C(C=C2)NS(=O)(=O)C2=C(C=C(C=C2)[N+](=O)[O-])CCOC (N-(1-hydroxy-1,3-dihydrobenzo[c][1,2]oxaborol-6-yl)-2-(2-methoxyethyl)-4-nitrobenzene sulfonamide). Starting materials: CC(C)(C)OC(=O)N1CCC(Nc2cccc3cncc(Br)c23)CC1, Cc1cc(C(C)(C)C)c(O)c(C(C)(C)C)c1, CCCCC([Sn])=C(CCCC)CCCC, Cc1ccccc1, [F-], [K+], c1ccc(P(c2ccccc2)(c2ccccc2)[Pd](P(c2ccccc2)(c2ccccc2)c2ccccc2)(P(c2ccccc2)(c2ccccc2)c2ccccc2)P(c2ccccc2)(c2ccccc2)c2ccccc2)cc1. Yields the product C=Cc1cncc2cccc(NC3CCN(C(=O)OC(C)(C)C)CC3)c12. Reaction SMILES: [Br:1][c:2]1[cH:3][n:4][cH:5][c:6]2[cH:7][cH:8][cH:9][c:10]([NH:12][CH:13]3[CH2:14][CH2:15][N:16]([C:19](=[O:20])[O:21][C:22]([CH3:23])([CH3:24])[CH3:25])[CH2:17][CH2:18]3)[c:11]12.[C:41]([c:42]1[c:43]([OH:44])[c:45]([C:46]([CH3:47])([CH3:48])[CH3:49])[cH:50][c:51]([CH3:52])[cH:53]1)([CH3:54])([CH3:55])[CH3:56].[CH2:26]([CH2:27][CH2:39][CH3:40])[C:28]([Sn:29])=[C:30]([CH2:31][CH2:32][CH2:33][CH3:34])[CH2:35][CH2:36][CH2:37][CH3:38].[CH3:59][c:60]1[cH:61][cH:62][cH:63][cH:64][cH:65]1.[F-:57].[K+:58].[cH:66]1[cH:67][cH:68][c:69]([P:70]([Pd:71]([P:72]([c:73]2[cH:74][cH:75][cH:76][cH:77][cH:78]2)([c:79]2[cH:80][cH:81][cH:82][cH:83][cH:84]2)[c:85]2[cH:86][cH:87][cH:88][cH:89][cH:90]2)([P:91]([c:92]2[cH:93][cH:94][cH:95][cH:96][cH:97]2)([c:98]2[cH:99][cH:100][cH:101][cH:102][cH:103]2)[c:104]2[cH:105][cH:106][cH:107][cH:108][cH:109]2)[P:110]([c:111]2[cH:112][cH:113][cH:114][cH:115][cH:116]2)([c:117]2[cH:118][cH:119][cH:120][cH:121][cH:122]2)[c:123]2[cH:124][cH:125][cH:126][cH:127][cH:128]2)([c:129]2[cH:130][cH:131][cH:132][cH:133][cH:134]2)[c:135]2[cH:136][cH:137][cH:138][cH:139][cH:140]2)[cH:141][cH:142]1>>[c:2]1([CH:26]=[CH2:27])[cH:3][n:4][cH:5][c:6]2[cH:7][cH:8][cH:9][c:10]([NH:12][CH:13]3[CH2:14][CH2:15][N:16]([C:19](=[O:20])[O:21][C:22]([CH3:23])([CH3:24])[CH3:25])[CH2:17][CH2:18]3)[c:11]12. The reactants are FC1=C(C(=O)NC2=C(C=CC(=C2)C2=NN3C(C=CC=C3)=C2C2=NC(=NC=C2)NC2=CC=C3CCN(CC3=C2)C(C(F)(F)F)=O)F)C(=CC=C1)F (2,6-difluoro-N-{2-fluoro-5-[3-(2-{[2-(trifluoroacetyl)-1,2,3,4-tetrahydro-7-isoquinolinyl]amino}-4-pyrimidinyl)pyrazolo[1,5-a]pyridin-2-yl]phenyl}benzamide), C1CCOC1 (THF), [Li+].[OH-] (LiOH). The solvent is O (H2O). Reaction conditions: temperature 50 celsius. The product is FC1=C(C(=O)NC2=C(C=CC(=C2)C2=NN3C(C=CC=C3)=C2C2=NC(=NC=C2)NC2=CC=C3CCNCC3=C2)OC)C(=CC=C1)F (2,6-Difluoro-N-(2-(methyloxy)-5-{3-[2-(1,2,3,4-tetrahydro-7-isoquinolinylamino)-4-pyrimidinyl]pyrazolo[1,5-a]pyridin-2-yl}phenyl)benzamide). Yield: 82.0%. As a reaction SMILES: [F:1][C:2]1[CH:49]=[CH:48][CH:47]=[C:46]([F:50])[C:3]=1[C:4]([NH:6][C:7]1[CH:12]=[C:11]([C:13]2[C:21]([C:22]3[CH:27]=[CH:26][N:25]=[C:24]([NH:28][C:29]4[CH:38]=[C:37]5[C:32]([CH2:33][CH2:34][N:35](C(=O)C(F)(F)F)[CH2:36]5)=[CH:31][CH:30]=4)[N:23]=3)=[C:16]3[CH:17]=[CH:18][CH:19]=[CH:20][N:15]3[N:14]=2)[CH:10]=[CH:9][C:8]=1F)=[O:5].C1C[O:54][CH2:53]C1.[Li+].[OH-]>O>[F:1][C:2]1[CH:49]=[CH:48][CH:47]=[C:46]([F:50])[C:3]=1[C:4]([NH:6][C:7]1[CH:12]=[C:11]([C:13]2[C:21]([C:22]3[CH:27]=[CH:26][N:25]=[C:24]([NH:28][C:29]4[CH:38]=[C:37]5[C:32]([CH2:33][CH2:34][NH:35][CH2:36]5)=[CH:31][CH:30]=4)[N:23]=3)=[C:16]3[CH:17]=[CH:18][CH:19]=[CH:20][N:15]3[N:14]=2)[CH:10]=[CH:9][C:8]=1[O:54][CH3:53])=[O:5] |f:2.3|. Reported procedure: To a solution of 2,6-difluoro-N-{2-fluoro-5-[3-(2-{[2-(trifluoroacetyl)-1,2,3,4-tetrahydro-7-isoquinolinyl]amino}-4-pyrimidinyl)pyrazolo[1,5-a]pyridin-2-yl]phenyl}benzamide (55 mg, 0.08 mmol) in 10:1 THF:H2O (10 mL) was added 1M LiOH (0.48 mL, 0.48 mmol) and the reaction mixture was heated at 50° C. overnight. The reaction was washed with brine (10 mL) and the organic layer removed, adsorbed to silica gel and purified by column chromatography (0-10% MeOH/DCM+1% NH4OH) to afford the title compoun... Conditions: time 1 day. Product: CC(C(CCCC)=O)(C)N1C(C(=C(C1)C)C1=CC=CC=C1)=O (1-(1,1-dimethyl-2-oxohexyl)-4-methyl-3-phenyl-3-pyrrolin-2-one). Reported procedure: 5 g (19.3 mmol) of 2-(4-methyl-2-oxo-3-phenyl-3-pyrrolin-1-yl)isobutyric acid was dissolved in 50 ml of tetrahydrofuran, and a solution of 41 g (97 mmol) of 15% n-butyl lithium in n-hexane was dropwise added at 0° C. under a nitrogen stream. After completion of the dropwise addition, the mixture was stirred at room temperature for one day. The reaction solution was poured into ice water and extracted with ethyl acetate. The extract was treated by a conventional method, and the crude product ther... Reaction SMILES: [CH3:1][C:2]1[CH2:6][N:5]([C:7]([CH3:12])([CH3:11])[C:8]([OH:10])=O)[C:4](=[O:13])[C:3]=1[C:14]1[CH:19]=[CH:18][CH:17]=[CH:16][CH:15]=1.[CH2:20]([Li])[CH2:21][CH2:22][CH3:23]>O1CCCC1.CCCCCC>[CH3:11][C:7]([N:5]1[CH2:6][C:2]([CH3:1])=[C:3]([C:14]2[CH:15]=[CH:16][CH:17]=[CH:18][CH:19]=2)[C:4]1=[O:13])([CH3:12])[C:8](=[O:10])[CH2:20][CH2:21][CH2:22][CH3:23]. Starting materials: C(CCC)[Li] (n-butyl lithium), CC1=C(C(N(C1)C(C(=O)O)(C)C)=O)C1=CC=CC=C1 (2-(4-methyl-2-oxo-3-phenyl-3-pyrrolin-1-yl)isobutyric acid), ice water. Isolated yield 46.7%. Solvent: CCCCCC (n-hexane), O1CCCC1 (tetrahydrofuran). Reactants: C(C=C)(=O)OCCCCCCOC1=CC=C(C(=O)O)C=C1 (4-{[6-(acryloyloxy)hexyl]oxy}benzoic acid), OC1=C(C(=O)OC[C@H](CC)C)C=C(C=C1)O ((2S)-2-methylbutyl 2,5-dihydroxybenzoate), C(CCl)Cl (EDC). The reagents and catalysts are CN(C)C=1C=CN=CC1 (DMAP). The solvent is C(Cl)Cl (CH2Cl2). Run at time 6 hour. Product: C(C=C)(=O)OCCCCCCOC1=CC=C(C(=O)OC2=C(C(=O)OC[C@H](CC)C)C=C(C=C2)OC(C2=CC=C(C=C2)OCCCCCCOC(C=C)=O)=O)C=C1 ((2S)-2-methylbutyl 2,5-bis[(4-{[6-(acryloyloxy)hexyl]oxy}benzoyl)oxy]benzoate). RXN SMILES: [C:1]([O:5][CH2:6][CH2:7][CH2:8][CH2:9][CH2:10][CH2:11][O:12][C:13]1[CH:21]=[CH:20][C:16]([C:17]([OH:19])=[O:18])=[CH:15][CH:14]=1)(=[O:4])[CH:2]=[CH2:3].O[C:23]1[CH:36]=[CH:35][C:34]([OH:37])=[CH:33][C:24]=1[C:25]([O:27][CH2:28][C@@H:29]([CH3:32])[CH2:30][CH3:31])=[O:26].[CH2:38](Cl)[CH2:39]Cl>CN(C1C=CN=CC=1)C.C(Cl)Cl>[C:1]([O:5][CH2:6][CH2:7][CH2:8][CH2:9][CH2:10][CH2:11][O:12][C:13]1[CH:14]=[CH:15][C:16]([C:17]([O:19][C:23]2[CH:36]=[CH:35][C:34]([O:37][C:17](=[O:18])[C:16]3[CH:15]=[CH:14][C:13]([O:12][CH2:11][CH2:10][CH2:9][CH2:8][CH2:7][CH2:6][O:5][C:1](=[O:4])[CH:38]=[CH2:39])=[CH:21][CH:20]=3)=[CH:33][C:24]=2[C:25]([O:27][CH2:28][C@@H:29]([CH3:32])[CH2:30][CH3:31])=[O:26])=[O:18])=[CH:20][CH:21]=1)(=[O:4])[CH:2]=[CH2:3]. Procedure: A mixture consisting of 4-{[6-(acryloyloxy)hexyl]oxy}benzoic acid (2.92 g), (2S)-2-methylbutyl 2,5-dihydroxybenzoate (1.1 g), DMAP (0.24 g) and EDC (2 g) in CH2Cl2 (30 ml) was stirred for 6 h at room temperature. The yellowish reaction mixture was then evaporated to dryness and the obtained pasty residue was purified by column chromatography over silica to give nearly pure material as transparent oil which becomes pasty upon standing for about 24 h. Reactants: C[Si](C)(C)CCN1C(=O)CN(c2ccc(O)cc2OCc2ccccc2)S1(=O)=O, OCCc1ccccc1, C1CCOC1, CC(C)OC(=O)N=NC(=O)OC(C)C, c1ccc(P(c2ccccc2)c2ccccc2)cc1. Product: C[Si](C)(C)CCN1C(=O)CN(c2ccc(OCCc3ccccc3)cc2OCc2ccccc2)S1(=O)=O. As a reaction SMILES: [CH2:1]([c:2]1[cH:3][cH:4][cH:5][cH:6][cH:7]1)[O:8][c:9]1[c:10]([N:16]2[CH2:17][C:18](=[O:29])[N:19]([CH2:23][CH2:24][Si:25]([CH3:26])([CH3:27])[CH3:28])[S:20]2(=[O:21])=[O:22])[cH:11][cH:12][c:13]([OH:15])[cH:14]1.[CH2:30]([CH2:31][c:32]1[cH:33][cH:34][cH:35][cH:36][cH:37]1)[OH:38].[CH2:72]1[O:73][CH2:74][CH2:75][CH2:76]1.[O:39]=[C:40]([O:41][CH:42]([CH3:43])[CH3:44])[N:45]=[N:46][C:47]([O:48][CH:49]([CH3:50])[CH3:51])=[O:52].[c:53]1([P:54]([c:55]2[cH:56][cH:57][cH:58][cH:59][cH:60]2)[c:61]2[cH:62][cH:63][cH:64][cH:65][cH:66]2)[cH:67][cH:68][cH:69][cH:70][cH:71]1>>[CH2:1]([c:2]1[cH:3][cH:4][cH:5][cH:6][cH:7]1)[O:8][c:9]1[c:10]([N:16]2[CH2:17][C:18](=[O:29])[N:19]([CH2:23][CH2:24][Si:25]([CH3:26])([CH3:27])[CH3:28])[S:20]2(=[O:21])=[O:22])[cH:11][cH:12][c:13]([O:15][CH2:30][CH2:31][c:32]2[cH:33][cH:34][cH:35][cH:36][cH:37]2)[cH:14]1. Product: CCC1C(O)C(C)C(=O)N1c1ccc(C#N)c(C(F)(F)F)c1. As a reaction SMILES: [CH2:14]([Li:15])[CH2:16][CH2:17][CH3:18].[CH2:19]([CH3:20])[CH:21]1[N:22]([c:28]2[cH:29][c:30]([C:36]([F:37])([F:38])[F:39])[c:31]([C:32]#[N:33])[cH:34][cH:35]2)[C:23](=[O:27])[CH2:24][CH:25]1[OH:26].[CH3:8][CH2:9][CH2:10][CH2:11][CH2:12][CH3:13].[CH:1]([NH:2][CH:3]([CH3:4])[CH3:5])([CH3:6])[CH3:7].[Cl-:42].[I:40][CH3:41].[NH4+:43].[O:44]1[CH2:45][CH2:46][CH2:47][CH2:48]1>>[CH3:1][CH:24]1[C:23](=[O:27])[N:22]([c:28]2[cH:29][c:30]([C:36]([F:37])([F:38])[F:39])[c:31]([C:32]#[N:33])[cH:34][cH:35]2)[CH:21]([CH2:19][CH3:20])[CH:25]1[OH:26]. The reactants are [Li]CCCC, CCC1C(O)CC(=O)N1c1ccc(C#N)c(C(F)(F)F)c1, CCCCCC, CC(C)NC(C)C, [Cl-], CI, [NH4+], C1CCOC1. The reactants are FC=1C(=NC=C(C1)C(F)(F)F)NC1(C(CCC1)N)C (1-N-[3-fluoro-5-(trifluoromethyl)pyridin-2-yl]-1-methylcyclopentane-1,2-diamine), FC=1C(=NC=C(C1)C(F)(F)F)NC1(C(CCC1)N)C (1-N-[3-fluoro-5-(trifluoromethyl)pyridin-2-yl]-1-methylcyclopentane-1,2-diamine), CN1CCOCC1 (4-methylmorpholine), [B-](F)(F)(F)F.CCOC(=O)C(=NOC(=[N+](C)C)N(C)C)C#N (TOTU), N1=C(N=CC=C1)C=1C(=NC=CC1)C(=O)O (3-(pyrimidin-2-yl)pyridine-2-carboxylic acid). Run in C(Cl)Cl (DCM), C(C)#N (acetonitrile). Conditions: time 1 hour. The product is FC=1C(=NC=C(C1)C(F)(F)F)NC1(C(CCC1)NC(=O)C1=NC=CC=C1C1=NC=CC=N1)C (N-(2-{[3-Fluoro-5-(trifluoromethyl)pyridin-2-yl]amino}-2-methylcyclopentyl)-3-(pyrimidin-2-yl)pyridine-2-carboxamide). Reaction SMILES: [F:1][C:2]1[C:3]([NH:12][C:13]2([CH3:19])[CH2:17][CH2:16][CH2:15][CH:14]2[NH2:18])=[N:4][CH:5]=[C:6]([C:8]([F:11])([F:10])[F:9])[CH:7]=1.CN1CCOCC1.[B-](F)(F)(F)F.CCOC(C(C#N)=NOC(N(C)C)=[N+](C)C)=O.[N:49]1[CH:54]=[CH:53][CH:52]=[N:51][C:50]=1[C:55]1[C:56]([C:61](O)=[O:62])=[N:57][CH:58]=[CH:59][CH:60]=1>C(#N)C.C(Cl)Cl>[F:1][C:2]1[C:3]([NH:12][C:13]2([CH3:19])[CH2:17][CH2:16][CH2:15][CH:14]2[NH:18][C:61]([C:56]2[C:55]([C:50]3[N:49]=[CH:54][CH:53]=[CH:52][N:51]=3)=[CH:60][CH:59]=[CH:58][N:57]=2)=[O:62])=[N:4][CH:5]=[C:6]([C:8]([F:11])([F:9])[F:10])[CH:7]=1 |f:2.3|. Reported procedure: To a solution of 1-N-[3-fluoro-5-(trifluoromethyl)pyridin-2-yl]-1-methylcyclopentane-1,2-diamine (Intermediate 28; 0.225 g, 0.81 mmol) and 4-methylmorpholine (0.134 ml, 1.217 mmol) in acetonitrile (5 ml) was added TOTU (0.399 g, 1.23 mmol) and 3-(pyrimidin-2-yl)pyridine-2-carboxylic acid (CAS number 1228431-21-7; 0.163 g, 0.81 mmol). The reaction was stirred at room temperature for 1 hour and then was diluted with DCM and washed with brine. The organics were dried over magnesium sulfate, concent... Starting materials: BrCc1ccccc1, COC(=O)Cc1c(C)[nH]c2ncccc12, CN(C)C=O. The product is COC(=O)Cc1c(C)n(Cc2ccccc2)c2ncccc12. Reaction SMILES: [Br:16][CH2:17][c:18]1[cH:19][cH:20][cH:21][cH:22][cH:23]1.[CH3:1][O:2][C:3]([CH2:4][c:5]1[c:6]([CH3:14])[nH:7][c:8]2[n:9][cH:10][cH:11][cH:12][c:13]12)=[O:15].[O:24]=[CH:25][N:26]([CH3:27])[CH3:28]>>[CH3:1][O:2][C:3]([CH2:4][c:5]1[c:6]([CH3:14])[n:7]([CH2:17][c:18]2[cH:19][cH:20][cH:21][cH:22][cH:23]2)[c:8]2[n:9][cH:10][cH:11][cH:12][c:13]12)=[O:15].